From a dataset of the Open Reaction Database (ORD), a public repository of structured organic reaction records. describe an organic reaction: reactants, conditions, products, and yield Starting materials: C(C)(C)(C)OC(=O)N1CCN(CC1)C1=NC=NC2=CC(=C(C=C12)OC)OCC (4-(7-ethoxy-6-methoxy-4-quinazolinyl)-1-piperazinecarboxylic acid tert-butyl ester), [N-]=C=O (isocyanate), [N-]=C=S (isothiocyanate), C(C)(C)(C)OC(=O)N1CCN(CC1)C1=NC=NC2=CC(=C(C=C12)F)F (4-(6,7-difluoro-4-quinazolinyl)-1-piperazinecarboxylic acid tert-butyl ester), O(C1=CC=CC=C1)C1=CC=C(C=C1)N=C=O (4-phenoxyphenyl isocyanate). Yields the product C(#N)C1=CC=C(C=C1)NC(=O)N1CCN(CC1)C1=NC=NC2=CC(=C(C=C12)OC)C (N-(4-Cyanophenyl)-4-(6-methoxy-7-methyl-4-quinazolinyl)-1-piperazinecarboxamide). Reaction SMILES: C(O[C:6]([N:8]1[CH2:13][CH2:12][N:11]([C:14]2[C:23]3[C:18](=[CH:19][C:20](OCC)=[C:21]([O:24][CH3:25])[CH:22]=3)[N:17]=[CH:16][N:15]=2)[CH2:10][CH2:9]1)=[O:7])(C)(C)C.C(O[C:34]([N:36]1CCN(C2C3C(=CC(F)=C(F)C=3)N=CN=2)CC1)=O)(C)(C)C.O([C:61]1[CH:66]=[CH:65][C:64]([N:67]=C=O)=[CH:63][CH:62]=1)C1C=CC=CC=1.[N-]=[C:71]=O.[N-]=C=S>>[C:34]([C:61]1[CH:62]=[CH:63][C:64]([NH:67][C:6]([N:8]2[CH2:9][CH2:10][N:11]([C:14]3[C:23]4[C:18](=[CH:19][C:20]([CH3:71])=[C:21]([O:24][CH3:25])[CH:22]=4)[N:17]=[CH:16][N:15]=3)[CH2:12][CH2:13]2)=[O:7])=[CH:65][CH:66]=1)#[N:36]. Procedure details: In the following Examples 335-338, substantially the same procedure as in Example 329 was repeated, except that 4-(7-ethoxy-6-methoxy-4-quinazolinyl)-1-piperazinecarboxylic acid tert-butyl ester obtained in Reference Example 8 was used in place of 4-(6,7-difluoro-4-quinazolinyl)-1-piperazinecarboxylic acid tert-butyl ester, and 4-phenoxyphenyl isocyanate, or in its place, the corresponding isocyanate or isothiocyanate was used, to give the desired compound.